From a dataset of the Open Reaction Database (ORD), a public repository of structured organic reaction records. describe an organic reaction: reactants, conditions, products, and yield Procedure: The 3′-O-TBDMS-Uridine Tetraphosphate [8] (2.55 mg, 0.00376 mmol) was taken up in CH3CN (Aldrich anhydrous, 160 μL). Tetrabutylammonium fluoride in THF (1.0 M, Aldrich, 113 μL, 0.113 mmol) and HOAc (glacial, Aldrich, 2.2 μL, 0.0376 mmol) were added to the solution. The resulting reaction mixture was allowed to stir for 21 hours at ambient temperature. HPLC analysis of the reaction at this time showed no remaining silyl ether. The volatile materials were removed on a rotary evaporator. The produc... Yield: 94.0%. The solvent is CC#N (CH3CN). Run at time 21 hour. The product is OP(O)(=O)OP(=O)(O)OP(=O)(O)OP(=O)(O)O.[C@@H]1([C@H](O)[C@H](O)[C@@H](CO)O1)N1C(=O)NC(=O)C=C1 (Uridine Tetraphosphate). Reactants: [F-].C(CCC)[N+](CCCC)(CCCC)CCCC (Tetrabutylammonium fluoride), C1CCOC1 (THF), CC(=O)O (HOAc), OP(O)(=O)OP(=O)(O)OP(=O)(O)OP(=O)(O)O.[Si](C)(C)(C(C)(C)C)O[C@H]1[C@H]([C@@H](O[C@@H]1CO)N1C(=O)NC(=O)C=C1)O (3′-O-TBDMS-Uridine Tetraphosphate), [SiH3]O[SiH3] (silyl ether). Reaction SMILES: [OH:1][P:2]([O:5][P:6]([O:9][P:10]([O:13][P:14]([OH:17])([OH:16])=[O:15])([OH:12])=[O:11])([OH:8])=[O:7])(=[O:4])[OH:3].[Si]([O:25][C@@H:26]1[C@@H:30]([CH2:31][OH:32])[O:29][C@@H:28]([N:33]2[CH:40]=[CH:39][C:37](=[O:38])[NH:36][C:34]2=[O:35])[C@@H:27]1[OH:41])(C(C)(C)C)(C)C.[F-].C([N+](CCCC)(CCCC)CCCC)CCC.C1COCC1.CC(O)=O.[SiH3]O[SiH3]>CC#N>[OH:17][P:14]([O:13][P:10]([O:9][P:6]([O:5][P:2]([OH:4])([OH:3])=[O:1])([OH:8])=[O:7])([OH:12])=[O:11])(=[O:15])[OH:16].[C@@H:28]1([N:33]2[CH:40]=[CH:39][C:37](=[O:38])[NH:36][C:34]2=[O:35])[O:29][C@H:30]([CH2:31][OH:32])[C@@H:26]([OH:25])[C@H:27]1[OH:41] |f:0.1,2.3,8.9|. Starting materials: CC1(C(C1\C=C/C(OCC(F)F)=O)C(=O)O)C (2,2-dimethyl-3-[(Z) 3-oxo-3-(2,2-difluoroethoxy)-1-propenyl]-cyclopropane-carboxylic acid), C(C#C)N1C(N(C(C1)=O)CO)=O ([3-propargyl-2,5-dioxo-imidazolidinyl]-methanol). Run in C(Cl)(Cl)Cl (CHCl3). Product: CC1([C@@H]([C@@H]1\C=C/C(OCC(F)F)=O)C(=O)OCN1C(N(CC1=O)CC#C)=O)C ([3-propargyl-2,5-dioxo-imidazolidinyl]-methyl (1R,cis) 2,2-dimethyl-3-[(Z) 3-oxo-3-(2,2-difluoroethoxy)-1-propenyl]-cyclopropane-carboxylate). Reaction SMILES: [CH3:1][C:2]1([CH3:17])[CH:4](/[CH:5]=[CH:6]\[C:7](=[O:13])[O:8][CH2:9][CH:10]([F:12])[F:11])[CH:3]1[C:14]([OH:16])=[O:15].[CH2:18]([N:21]1[CH2:25][C:24](=[O:26])[N:23]([CH2:27]O)[C:22]1=[O:29])[C:19]#[CH:20]>C(Cl)(Cl)Cl>[CH3:1][C:2]1([CH3:17])[C@@H:4](/[CH:5]=[CH:6]\[C:7](=[O:13])[O:8][CH2:9][CH:10]([F:11])[F:12])[C@H:3]1[C:14]([O:16][CH2:27][N:23]1[C:24](=[O:26])[CH2:25][N:21]([CH2:18][C:19]#[CH:20])[C:22]1=[O:29])=[O:15]. Reported procedure: Using the procedure of Step F of Example 9, (1R, cis) 2,2-dimethyl-3-[(Z) 3-oxo-3-(2,2-difluoroethoxy)-1-propenyl]-cyclopropane-carboxylic acid and [3-propargyl-2,5-dioxo-imidazolidinyl]-methanol were reacted to obtain [3-propargyl-2,5-dioxo-imidazolidinyl]-methyl (1R,cis) 2,2-dimethyl-3-[(Z) 3-oxo-3-(2,2-difluoroethoxy-1-propenyl]-cyclopropane-carboxylate with a specific rotation of [α]D20 =+18°±2° (c=1% in CHCl3). Reactants: Cn1cc(C(=O)CCCCc2ccccc2)cc1CCC1(C)COC(=O)N1, CO, [K+], C1CCOC1, [OH-], O. Product: Cn1cc(C(=O)CCCCc2ccccc2)cc1CCC(C)(N)CO. RXN SMILES: [CH3:1][C:2]1([CH2:8][CH2:9][c:10]2[n:11]([CH3:27])[cH:12][c:13]([C:15]([CH2:16][CH2:17][CH2:18][CH2:19][c:20]3[cH:21][cH:22][cH:23][cH:24][cH:25]3)=[O:26])[cH:14]2)[NH:3][C:4](=[O:7])[O:5][CH2:6]1.[CH3:33][OH:34].[K+:36].[O:28]1[CH2:29][CH2:30][CH2:31][CH2:32]1.[OH-:35].[OH2:37]>>[CH3:1][C:2]([NH2:3])([CH2:6][OH:5])[CH2:8][CH2:9][c:10]1[n:11]([CH3:27])[cH:12][c:13]([C:15]([CH2:16][CH2:17][CH2:18][CH2:19][c:20]2[cH:21][cH:22][cH:23][cH:24][cH:25]2)=[O:26])[cH:14]1. The reactants are CCOCC, CCOCC, N#Cc1ccc(Cl)cc1, ClCc1ccccc1Cl, Cl, I, [Mg], C1CCOC1. The product is O=C(Cc1ccccc1Cl)c1ccc(Cl)cc1. Reaction SMILES: [CH2:22]([O:24][CH2:23][CH3:25])[CH3:26].[CH2:32]([O:33][CH2:34][CH3:35])[CH3:36].[Cl:12][c:13]1[cH:14][cH:15][c:16]([C:17]#[N:18])[cH:19][cH:20]1.[Cl:3][c:4]1[c:5]([CH2:6][Cl:7])[cH:8][cH:9][cH:10][cH:11]1.[ClH:21].[I:2].[Mg:1].[O:27]1[CH2:28][CH2:29][CH2:30][CH2:31]1>>[Cl:3][c:4]1[c:5]([CH2:6][C:17]([c:16]2[cH:15][cH:14][c:13]([Cl:12])[cH:20][cH:19]2)=[O:24])[cH:8][cH:9][cH:10][cH:11]1. The reactants are [Mg] (magnesium), ClC1=CC=C(C=C1)C(C1C(CCCC1)=O)N(C)C (2-[(4-chlorophenyl)dimethylaminomethyl]cyclohexanone), ClCC=1C=C(C=CC1)C(F)(F)F (3-chloromethylbenzotrifluoride), Grignard reagent, [Cl-].[NH4+] (ammonium chloride). Run in CCOCC (ether), CCOCC (ether), CCOCC (ether). Yields the product crude base, Cl.ClC1=CC=C(C=C1)C(C1C(CCCC1)(O)CC1=CC(=CC=C1)C(F)(F)F)N(C)C (2-[(4-chlorophenyl)dimethylaminomethyl]-1-(3-trifluoromethylbenzyl)cyclohexanol, hydrochloride). Isolated yield 3.5%. RXN SMILES: [Mg].[Cl:2][CH2:3][C:4]1[CH:5]=[C:6]([C:10]([F:13])([F:12])[F:11])[CH:7]=[CH:8][CH:9]=1.[Cl:14][C:15]1[CH:20]=[CH:19][C:18]([CH:21]([N:29]([CH3:31])[CH3:30])[CH:22]2[CH2:27][CH2:26][CH2:25][CH2:24][C:23]2=[O:28])=[CH:17][CH:16]=1.[Cl-].[NH4+]>CCOCC>[ClH:2].[Cl:14][C:15]1[CH:16]=[CH:17][C:18]([CH:21]([N:29]([CH3:31])[CH3:30])[CH:22]2[CH2:27][CH2:26][CH2:25][CH2:24][C:23]2([CH2:3][C:4]2[CH:9]=[CH:8][CH:7]=[C:6]([C:10]([F:13])([F:12])[F:11])[CH:5]=2)[OH:28])=[CH:19][CH:20]=1 |f:3.4,6.7|. Procedure: 0.22 g (9.0 mmole) of magnesium turnings was stirred in 5 ml of ether of analysis purity. 1.76 g (9.0 mmole) of 3-chloromethylbenzotrifluoride dissolved in 5 ml of ether were added dropwise so that the reaction mixture boiled gently. After completion of the addition the reaction mixture was stirred for a further hour at RT. 2.00 g (7.5 mmole) of the 2-[(4-chlorophenyl)dimethylaminomethyl]cyclohexanone prepared according to Example 58 were dissolved in 10 ml of ether, added dropwise to the Grigna... Starting materials: N1=C(NC2=C1C=CC=C2)NC=2NCCN2 (2-Benzimidazolylamino-2-imidazoline), [N+](=O)([O-])[O-].[K+] (Potassium nitrate), ice water. Run in S(O)(O)(=O)=O (sulphuric acid), S(O)(O)(=O)=O (sulphuric acid). Reaction conditions: temperature -5 celsius. The product is O.O.O.[N+](=O)([O-])C1=CC2=C(N=C(N2)NC=2NCCN2)C=C1 (2-(5-nitrobenzimidazolinyl)amino-2-imidazoline trihydrate). Isolated yield 387.2%. As a reaction SMILES: [N:1]1[C:5]2[CH:6]=[CH:7][CH:8]=[CH:9][C:4]=2[NH:3][C:2]=1[NH:10][C:11]1[NH:12][CH2:13][CH2:14][N:15]=1.[N+:16]([O-])([O-:18])=[O:17].[K+]>S(=O)(=O)(O)O>[OH2:17].[OH2:17].[OH2:17].[N+:16]([C:8]1[CH:7]=[CH:6][C:5]2[N:1]=[C:2]([NH:10][C:11]3[NH:12][CH2:13][CH2:14][N:15]=3)[NH:3][C:4]=2[CH:9]=1)([O-:18])=[O:17] |f:1.2,4.5.6.7|. Procedure: 2-Benzimidazolylamino-2-imidazoline (10.96g 0.055 mol) was added cautiously to concentrated sulphuric acid (62 ml) cooled to -5°C. Potassium nitrate (5.5 g) in concentrated sulphuric acid (3.4 ml) was added dropwise with stirring maintaining the temperature at 0°C. After addition the reaction mixture was allowed to warm to room temperature overnight then poured onto ice/water (250g) with stirring. The resulting pale yellow crystals were filtered, washed with water and recrystallised from aqueous... The reactants are IC1=C(C=CC(=C1)[N+](=O)[O-])CO ((2-iodo-4-nitrophenyl)methanol), C(C)(C)N(C(C)C)CC (N,N-diisopropylethylamine), CS(=O)(=O)Cl (methanesulfonyl chloride). Solvent: C(Cl)Cl (methylene chloride). Reaction conditions: time 2 hour. The product is CS(=O)(=O)OCC1=C(C=C(C=C1)[N+](=O)[O-])I (2-Iodo-4-nitrobenzyl methanesulfonate). Isolated yield 80.1%. As a reaction SMILES: [I:1][C:2]1[CH:7]=[C:6]([N+:8]([O-:10])=[O:9])[CH:5]=[CH:4][C:3]=1[CH2:11][OH:12].C(N(CC)C(C)C)(C)C.[CH3:22][S:23](Cl)(=[O:25])=[O:24]>C(Cl)Cl>[CH3:22][S:23]([O:12][CH2:11][C:3]1[CH:4]=[CH:5][C:6]([N+:8]([O-:10])=[O:9])=[CH:7][C:2]=1[I:1])(=[O:25])=[O:24]. Procedure: To a solution of (2-iodo-4-nitrophenyl)methanol (6.01 g, 21.5 mmol) in methylene chloride (50 mL) was added N,N-diisopropylethylamine (7.50 mL, 43.1 mmol) and methanesulfonyl chloride (1.83 mL, 23.7 mmol) at 0° C. The reaction solution was stirred at same temperature for 2 hours. The reaction was quenched with water, and aqueous layer was extracted with DCM once. The combined organic solutions were washed with brine, dried over Na2SO4, filtered and concentrated The crude product was purified by ... Starting materials: [NH4+].[Cl-] (NH4Cl), IC1=C(CO)C=CC=C1 (2-iodobenzyl alcohol), C(OC)Cl (MOMCl), CCN(C(C)C)C(C)C (Hunig's base). Run in ClCCl (dichloromethane). Conditions: temperature 23 celsius, time 8 hour. Yields the product IC1=C(C=CC=C1)COCOC (1-iodo-2-((methoxymethoxy)methyl)benzene). The yield is 84.7%. As a reaction SMILES: [I:1][C:2]1[CH:9]=[CH:8][CH:7]=[CH:6][C:3]=1[CH2:4][OH:5].CCN(C(C)C)C(C)C.[CH2:19](Cl)[O:20][CH3:21].[NH4+].[Cl-]>ClCCl>[I:1][C:2]1[CH:9]=[CH:8][CH:7]=[CH:6][C:3]=1[CH2:4][O:5][CH2:19][O:20][CH3:21] |f:3.4|. Procedure details: To stirring solution of 2-iodobenzyl alcohol (6.02 g, 25.72 mmol) in dichloromethane (40 mL) was added sequentially Hunig's base (6.8 mL, 38.51 mmol) followed by MOMCl (3.0 mL, 39.13 mmol), and stirred at 23° C. overnight. The reaction was treated with saturated NH4Cl (30 mL), stirred vigorously for several minutes, then the phases separated. The organic phase was extracted with dichloromethane (2×). The combined organics were dried (MgSO4), filtered and concentrated to an amber oil which was pu...